Dataset: the Open Reaction Database (ORD), a public repository of structured organic reaction records. Task: describe an organic reaction: reactants, conditions, products, and yield The reactants are C1=CC(=C(C=C1C[C@@H](C(=O)O)N)O)O (levodopa), C1=CC(=C(C=C1C[C@@H](C(=O)O)N)O)O.C[C@](CC=1C=CC(=C(C1)O)O)(C(=O)O)NN (levodopa carbidopa). Yields the product C[C@](CC=1C=CC(=C(C1)O)O)(C(=O)O)NN (carbidopa). RXN SMILES: C1C(C[C@H](N)C(O)=O)=CC(O)=C(O)C=1.C1C(C[C@H](N)C(O)=O)=CC(O)=C(O)C=1.[CH3:29][C@@:30]([NH:43][NH2:44])([C:40]([OH:42])=[O:41])[CH2:31][C:32]1[CH:33]=[CH:34][C:35]([OH:39])=[C:36]([OH:38])[CH:37]=1>>[CH3:29][C@@:30]([NH:43][NH2:44])([C:40]([OH:42])=[O:41])[CH2:31][C:32]1[CH:33]=[CH:34][C:35]([OH:39])=[C:36]([OH:38])[CH:37]=1 |f:1.2|. Procedure: The in vitro dissolution profile of levodopa-carbidopa extended release capsules (from Example 3E), containing 200 mg levodopa and 50 mg carbidopa was obtained under simulated gastric conditions. The dissolution tests were performed in 900 mL of a 0.1 N HCl-pH 1.2 solution in a USP II apparatus at a temperature of 37° C. The paddle speed was set at 50 rpm. Samples of dissolution media were collected at predetermined intervals and analyzed by HPLC. The dissolution profiles of levodopa and carbido... Reactants: CCOC(=O)Cl, Cl, [Na+], [OH-], O, Cc1cc(O)cc2c1C(CC(=O)O)OB2O. Product: CCOC(=O)Oc1cc(C)c2c(c1)B(O)OC2CC(=O)O. As a reaction SMILES: [Cl:19][C:20](=[O:21])[O:22][CH2:23][CH3:24].[ClH:25].[Na+:18].[OH-:17].[OH2:26].[OH:1][B:2]1[O:3][CH:4]([CH2:13][C:14](=[O:15])[OH:16])[c:5]2[c:6]1[cH:7][c:8]([OH:12])[cH:9][c:10]2[CH3:11]>>[OH:1][B:2]1[O:3][CH:4]([CH2:13][C:14](=[O:15])[OH:16])[c:5]2[c:6]1[cH:7][c:8]([O:12][C:20](=[O:21])[O:22][CH2:23][CH3:24])[cH:9][c:10]2[CH3:11]. Reactants: [Si](C)(C)(C(C)(C)C)OC=1C(=C(C=CC1)C=1O[C@@H](CN1)C1=CC=CC=C1)F (2-(3-tert-butyldimethylsilyloxy-2-fluorophenyl)-4,5-dihydro-5(R)-phenyloxazole), [F-].C(CCC)[N+](CCCC)(CCCC)CCCC (tetrabutylammonium fluoride). Run in C1CCOC1 (THF). Reaction conditions: time 10 minute. Yields the product FC1=C(C=CC=C1O)C=1O[C@@H](CN1)C1=CC=CC=C1 (4,5-Dihydro-2-(2-fluoro-3-hydroxyphenyl)-5(R)-phenyloxazole). The yield is 87.1%. RXN SMILES: [Si]([O:8][C:9]1[C:10]([F:26])=[C:11]([C:15]2[O:16][C@H:17]([C:20]3[CH:25]=[CH:24][CH:23]=[CH:22][CH:21]=3)[CH2:18][N:19]=2)[CH:12]=[CH:13][CH:14]=1)(C(C)(C)C)(C)C.[F-].C([N+](CCCC)(CCCC)CCCC)CCC>C1COCC1>[F:26][C:10]1[C:9]([OH:8])=[CH:14][CH:13]=[CH:12][C:11]=1[C:15]1[O:16][C@H:17]([C:20]2[CH:21]=[CH:22][CH:23]=[CH:24][CH:25]=2)[CH2:18][N:19]=1 |f:1.2|. Reported procedure: To a solution of 2-(3-tert-butyldimethylsilyloxy-2-fluorophenyl)-4,5-dihydro-5(R)-phenyloxazole (2.2 g, 5.8 mmol) in THF (20 ml) was added dropwise tetrabutylammonium fluoride (1M in THF, 7 ml). The reaction mixture was stirred at ambient temperature for 10 min., volatiles removed by evaporation and the resulting residue was purified by column chromatography on silica gel eluting with hexane-ethyl acetate (3:2) to afford the title compound (1.3 g, 86%) as colorless solids.